This data is from the Open Reaction Database (ORD), a public repository of structured organic reaction records. The task is: describe an organic reaction: reactants, conditions, products, and yield Yields the product ClC1=C(CC(C#N)(C#N)CCC(F)(F)F)C=CC(=C1)F (2-(2-chloro-4-fluorobenzyl)-2-(3,3,3-trifluoropropyl)malononitrile). Starting materials: ClC1=C(CC(C#N)C#N)C=CC(=C1)F ((2-chloro-4-fluorobenzyl)malononitrile), compound ( 44 ), [H-].[Na+] (sodium hydride), BrCCC(F)(F)F (1-bromo-3,3,3-trifluoropropane). Run in CN(C=O)C (N,N-dimethylformamide). Isolated yield 35.9%. Reaction SMILES: [Cl:1][C:2]1[CH:13]=[C:12]([F:14])[CH:11]=[CH:10][C:3]=1[CH2:4][CH:5]([C:8]#[N:9])[C:6]#[N:7].[H-].[Na+].Br[CH2:18][CH2:19][C:20]([F:23])([F:22])[F:21]>CN(C)C=O>[Cl:1][C:2]1[CH:13]=[C:12]([F:14])[CH:11]=[CH:10][C:3]=1[CH2:4][C:5]([CH2:18][CH2:19][C:20]([F:23])([F:22])[F:21])([C:6]#[N:7])[C:8]#[N:9] |f:1.2|. Reported procedure: Using 0.51 g of (2-chloro-4-fluorobenzyl)malononitrile, 5 ml of N,N-dimethylformamide, 0.12 g of sodium hydride (60% in oil), and 0.34 g of 1-bromo-3,3,3-trifluoropropane, and according to the process described in the Production Example 1, there was obtained 0.21 g of 2-(2-chloro-4-fluorobenzyl)-2-(3,3,3-trifluoropropyl)malononitrile (the present compound (44)).